This data is from the Open Reaction Database (ORD), a public repository of structured organic reaction records. The task is: describe an organic reaction: reactants, conditions, products, and yield The reactants are C(C1=CC=CC=C1)OC1=C(CN(C2=NC=C(C=N2)N2CCOCC2)CC2=CC(=CC(=C2)C(F)(F)F)C(F)(F)F)C=C(C=C1)C(F)(F)F ((2-Benzyloxy-5-trifluoromethyl-benzyl)-(3,5-bis-trifluoromethyl-benzyl)-(5-morpholin-4-yl-pyrimidin-2-yl)-amine). Reagents/catalysts: [C].[Pd] (palladium-carbon). Solvent: C(C)O (ethanol). Reaction conditions: time 30 minute. Yields the product FC(C=1C=C(CN(C2=NC=C(C=N2)N2CCOCC2)CC2=C(C=CC(=C2)C(F)(F)F)O)C=C(C1)C(F)(F)F)(F)F (2-{[(3,5-bis-trifluoromethyl-benzyl)-(5-morpholin-4-yl-pyrimidin-2-yl)-amino]-methyl}-4-trifluoromethyl-phenol). The yield is 71.9%. Reaction SMILES: C([O:8][C:9]1[CH:43]=[CH:42][C:41]([C:44]([F:47])([F:46])[F:45])=[CH:40][C:10]=1[CH2:11][N:12]([CH2:25][C:26]1[CH:31]=[C:30]([C:32]([F:35])([F:34])[F:33])[CH:29]=[C:28]([C:36]([F:39])([F:38])[F:37])[CH:27]=1)[C:13]1[N:18]=[CH:17][C:16]([N:19]2[CH2:24][CH2:23][O:22][CH2:21][CH2:20]2)=[CH:15][N:14]=1)C1C=CC=CC=1>C(O)C.[C].[Pd]>[F:39][C:36]([F:37])([F:38])[C:28]1[CH:27]=[C:26]([CH:31]=[C:30]([C:32]([F:33])([F:35])[F:34])[CH:29]=1)[CH2:25][N:12]([CH2:11][C:10]1[CH:40]=[C:41]([C:44]([F:47])([F:46])[F:45])[CH:42]=[CH:43][C:9]=1[OH:8])[C:13]1[N:18]=[CH:17][C:16]([N:19]2[CH2:20][CH2:21][O:22][CH2:23][CH2:24]2)=[CH:15][N:14]=1 |f:2.3|. Procedure details: (2-Benzyloxy-5-trifluoromethyl-benzyl)-(3,5-bis-trifluoromethyl-benzyl)-(5-morpholin-4-yl-pyrimidin-2-yl)-amine (2.46 g) is dissolved in ethanol (35 ml), and thereto is added 10% palladium-carbon (750 mg) and the mixture is stirred under hydrogen atmosphere at room temperature for 1 hour and 30 minutes. The catalyst is removed by filtration, and the filtrate is concentrated under reduced pressure. The resulting residue is purified by silica gel column chromatography (hexane:ethyl acetate=4:1→3:2... The reactants are O (water), FC(C=1C=C(CN(C2=NC=C(C=N2)Br)CC2=C(C=CC(=C2)C(F)(F)F)NC(OCC2=CC=CC=C2)=O)C=C(C1)C(F)(F)F)(F)F (Benzyl (2-{[(3,5-bis-trifluoromethyl-benzyl)-(5-bromo-pyrimidin-2-yl)-amino]-methyl}-4-trifluoromethyl-phenyl)-carbamate), C(C)I (ethyl iodide), [H-].[Na+] (sodium hydride). The solvent is C(C)(=O)OCC (ethyl acetate), CN(C=O)C (N,N-dimethylformamide). Reaction conditions: time 30 minute. Yields the product FC(C=1C=C(CN(C2=NC=C(C=N2)Br)CC2=C(C=CC(=C2)C(F)(F)F)N(C(OCC2=CC=CC=C2)=O)CC)C=C(C1)C(F)(F)F)(F)F (benzyl (2-{[(3,5-bis-trifluoromethyl-benzyl)-(5-bromo-pyrimidin-2-yl)-amino]-methyl}-4-trifluoromethyl-phenyl)-ethyl-carbamate). Reaction SMILES: [F:1][C:2]([F:45])([F:44])[C:3]1[CH:4]=[C:5]([CH:37]=[C:38]([C:40]([F:43])([F:42])[F:41])[CH:39]=1)[CH2:6][N:7]([CH2:15][C:16]1[CH:21]=[C:20]([C:22]([F:25])([F:24])[F:23])[CH:19]=[CH:18][C:17]=1[NH:26][C:27](=[O:36])[O:28][CH2:29][C:30]1[CH:35]=[CH:34][CH:33]=[CH:32][CH:31]=1)[C:8]1[N:13]=[CH:12][C:11]([Br:14])=[CH:10][N:9]=1.[H-].[Na+].[CH2:48](I)[CH3:49].O>CN(C)C=O.C(OCC)(=O)C>[F:45][C:2]([F:1])([F:44])[C:3]1[CH:4]=[C:5]([CH:37]=[C:38]([C:40]([F:42])([F:41])[F:43])[CH:39]=1)[CH2:6][N:7]([CH2:15][C:16]1[CH:21]=[C:20]([C:22]([F:23])([F:24])[F:25])[CH:19]=[CH:18][C:17]=1[N:26]([CH2:48][CH3:49])[C:27](=[O:36])[O:28][CH2:29][C:30]1[CH:35]=[CH:34][CH:33]=[CH:32][CH:31]=1)[C:8]1[N:13]=[CH:12][C:11]([Br:14])=[CH:10][N:9]=1 |f:1.2|. Reported procedure: Benzyl (2-{[(3,5-bis-trifluoromethyl-benzyl)-(5-bromo-pyrimidin-2-yl)-amino]-methyl}-4-trifluoromethyl-phenyl)-carbamate (1.5 g) is dissolved in N,N-dimethylformamide (15 ml), and thereto is sodium hydride (60%) (127 mg) under ice-cooling, and the mixture is stirred for 30 minutes and thereto is added ethyl iodide (255 μl), and the mixture is stirred at room temperature overnight. Thereto are added water and ethyl acetate, and the mixture is separated, and the organic layer is washed with a satu...